This data is from the Open Reaction Database (ORD), a public repository of structured organic reaction records. The task is: describe an organic reaction: reactants, conditions, products, and yield The reactants are CC(C)(C)c1ccc(C(=O)Cl)cc1, [Li+], Cc1ccc(S(=O)(=O)n2cnc3ccc(NC(=O)c4ccccc4[N+](=O)[O-])cc32)cc1, C1COCCO1, [OH-], O, O. Product: Cc1ccc(S(=O)(=O)n2cnc3ccc(NC(=O)c4ccccc4NC(=O)c4ccc(C(C)(C)C)cc4)cc32)cc1. As a reaction SMILES: [C:32]([CH3:33])([CH3:34])([CH3:35])[c:36]1[cH:37][cH:38][c:39]([C:40](=[O:41])[Cl:42])[cH:43][cH:44]1.[Li+:46].[N+:1]([O-:2])(=[O:3])[c:4]1[c:5]([C:6](=[O:7])[NH:8][c:9]2[cH:10][cH:11][c:12]3[c:13]([n:14]([S:17](=[O:18])(=[O:19])[c:20]4[cH:21][cH:22][c:23]([CH3:24])[cH:25][cH:26]4)[cH:15][n:16]3)[cH:27]2)[cH:28][cH:29][cH:30][cH:31]1.[O:48]1[CH2:49][CH2:50][O:51][CH2:52][CH2:53]1.[OH-:45].[OH2:47].[OH2:54]>>[NH:1]([c:4]1[c:5]([C:6](=[O:7])[NH:8][c:9]2[cH:10][cH:11][c:12]3[c:13]([n:14]([S:17](=[O:18])(=[O:19])[c:20]4[cH:21][cH:22][c:23]([CH3:24])[cH:25][cH:26]4)[cH:15][n:16]3)[cH:27]2)[cH:28][cH:29][cH:30][cH:31]1)[C:40]([c:39]1[cH:38][cH:37][c:36]([C:32]([CH3:33])([CH3:34])[CH3:35])[cH:44][cH:43]1)=[O:41]. Starting materials: ClC1=CC=C(C=C1)C1CC(=NN1C1=CC=C(C=C1)C(=O)O)C=1SC=CC1Cl (5-(4-Chloro-phenyl)-3-(3-chloro-thiophen-2-yl)-1-(4-carboxy-phenyl)-4,5-dihydro-pyrazole), 3-(4-chloro-phenyl)-1-(3-chloro-thiophen-2-yl)-propenone, N(N)C1=CC=C(C(=O)O)C=C1 (4-hydrazinobenzoic acid), Example 105a. Product: ClC1=CC=C(C=C1)C1=CC(=NN1C1=CC=C(C=C1)C(=O)O)C=1SC=CC1Cl (5-(4-Chloro-phenyl)-3-(3-chloro-thiophen-2-yl)-1-(4-carboxy-phenyl)-1H-pyrazole). RXN SMILES: [Cl:1][C:2]1[CH:7]=[CH:6][C:5]([CH:8]2[N:12]([C:13]3[CH:18]=[CH:17][C:16]([C:19]([OH:21])=[O:20])=[CH:15][CH:14]=3)[N:11]=[C:10]([C:22]3[S:23][CH:24]=[CH:25][C:26]=3[Cl:27])[CH2:9]2)=[CH:4][CH:3]=1.N(C1C=CC(C(O)=O)=CC=1)N>>[Cl:1][C:2]1[CH:7]=[CH:6][C:5]([C:8]2[N:12]([C:13]3[CH:14]=[CH:15][C:16]([C:19]([OH:21])=[O:20])=[CH:17][CH:18]=3)[N:11]=[C:10]([C:22]3[S:23][CH:24]=[CH:25][C:26]=3[Cl:27])[CH:9]=2)=[CH:4][CH:3]=1. Procedure: 5-(4-Chloro-phenyl)-3-(3-chloro-thiophen-2-yl)-1-(4-carboxy-phenyl)-4,5-dihydro-pyrazole: The title compound was prepared from 3-(4-chloro-phenyl)-1-(3-chloro-thiophen-2-yl)-propenone and 4-hydrazinobenzoic acid by a procedure similar to that of Example 105a as a yellowish oil (166 mg, 74%). 1H NMR (CDCl3): 9.02 (s, 1H), 7.92-6.80 (m, 10H), 5.72 (m, 1H), 4.20 (m, 1H), 4.01 (t, 1H), 3.41 (m, 1H). Reaction SMILES: [OH:1]S(O)(=O)=O.[C:6]([C@:8]([NH:19][C@H:20]([C:24]1[CH:29]=[CH:28][CH:27]=[CH:26][CH:25]=1)[C:21]([NH2:23])=[O:22])([CH3:18])[CH2:9][C:10]1[CH:15]=[CH:14][C:13]([O:16][CH3:17])=[CH:12][CH:11]=1)#[N:7]>C(Cl)Cl>[C:21]([C@H:20]([NH:19][C@@:8]([CH3:18])([CH2:9][C:10]1[CH:11]=[CH:12][C:13]([O:16][CH3:17])=[CH:14][CH:15]=1)[C:6]([NH2:7])=[O:1])[C:24]1[CH:29]=[CH:28][CH:27]=[CH:26][CH:25]=1)(=[O:22])[NH2:23]. Run at temperature 15 celsius, time 15 minute. Yield: 90.0%. Procedure: Into a 10 L reactor equipped with anchor stirrer was charged CH2Cl2 (1.64 L). The solvent was cooled to 15° C., then 95% H2SO4 (492 mL) and 2-[1-(S)-cyano-2-(4-methoxyphenyl)-1-methylethylamino]-2-(R)-phenylacetamide 2 (410 g, 1.27 mol) were added alternately in 9 portions over approximately 45 min (specifically: 164 mL of H2SO4 then 82 g of 2; subsequently, at approximately 5 min intervals, 8×[41 mL of H2SO4 then immediately 41 g of 2]). On addition of each portion, the suspension of 2 in the d... Solvent: C(Cl)Cl (CH2Cl2), C(Cl)Cl (CH2Cl2). The product is C(N)(=O)[C@@H](C1=CC=CC=C1)N[C@](C(=O)N)(CC1=CC=C(C=C1)OC)C (2-[(R)-(Carbamoylphenylmethyl)-amino]-3-(4-methoxyphenyl)-2-(S)-methylpropionamide). Starting materials: OS(=O)(=O)O (H2SO4), C(#N)[C@@](CC1=CC=C(C=C1)OC)(C)N[C@@H](C(=O)N)C1=CC=CC=C1 (2-[1-(S)-Cyano-2-(4-methoxyphenyl)-1-methylethylamino]-2-(R)-phenylacetamide), OS(=O)(=O)O (H2SO4), C(#N)[C@@](CC1=CC=C(C=C1)OC)(C)N[C@@H](C(=O)N)C1=CC=CC=C1 (2-[1-(S)-Cyano-2-(4-methoxyphenyl)-1-methylethylamino]-2-(R)-phenylacetamide), Ice, OS(=O)(=O)O (H2SO4), C(#N)[C@@](CC1=CC=C(C=C1)OC)(C)N[C@@H](C(=O)N)C1=CC=CC=C1 (2-[1-(S)-Cyano-2-(4-methoxyphenyl)-1-methylethylamino]-2-(R)-phenylacetamide). Reactants: ON=CC1=CC2=C(C=N1)C1(OC2)CN(C1)C(=O)OC(C)(C)C (tert-butyl 6′-((hydroxyimino)methyl)-1′H-spiro[azetidine-3,3′-furo[3,4-c]pyridine]-1-carboxylate), C1CC(=O)N(C1=O)Cl (NCS), ClC1=C(C(=CC(=C1)C(=C)C(F)(F)F)Cl)F (1,3-dichloro-2-fluoro-5-(1-trifluoromethyl-vinyl)-benzene), KHCO3. Solvent: CN(C)C=O (DMF). Run at temperature 45 celsius, time 1 hour. The product is ClC=1C=C(C=C(C1F)Cl)C1(CC(=NO1)C1=CC2=C(C=N1)C1(OC2)CN(C1)C(=O)OC(C)(C)C)C(F)(F)F (tert-butyl 6′-(5-(3,5-dichloro-4-fluorophenyl)-5-(trifluoromethyl)-4,5-dihydroisoxazol-3-yl)-1′H-spiro[azetidine-3,3′-furo[3,4-c]pyridine]-1-carboxylate), solid. Yield: 51.0%. As a reaction SMILES: [OH:1][N:2]=[CH:3][C:4]1[N:9]=[CH:8][C:7]2[C:10]3([CH2:15][N:14]([C:16]([O:18][C:19]([CH3:22])([CH3:21])[CH3:20])=[O:17])[CH2:13]3)[O:11][CH2:12][C:6]=2[CH:5]=1.C1C(=O)N(Cl)C(=O)C1.[Cl:31][C:32]1[CH:37]=[C:36]([C:38]([C:40]([F:43])([F:42])[F:41])=[CH2:39])[CH:35]=[C:34]([Cl:44])[C:33]=1[F:45]>CN(C=O)C>[Cl:31][C:32]1[CH:37]=[C:36]([C:38]2([C:40]([F:43])([F:42])[F:41])[O:1][N:2]=[C:3]([C:4]3[N:9]=[CH:8][C:7]4[C:10]5([CH2:15][N:14]([C:16]([O:18][C:19]([CH3:22])([CH3:21])[CH3:20])=[O:17])[CH2:13]5)[O:11][CH2:12][C:6]=4[CH:5]=3)[CH2:39]2)[CH:35]=[C:34]([Cl:44])[C:33]=1[F:45]. Procedure: To a stirred solution of tert-butyl 6′-((hydroxyimino)methyl)-1′H-spiro[azetidine-3,3′-furo[3,4-c]pyridine]-1-carboxylate (0.15 g, 0.49 mmol, 1 eq) in DMF (5.0 mL) was added NCS (84 mg, 0.63 mmol, 1.2 eq) at room temperature in dark under nitrogen atmosphere. Resulting reaction mixture was stirred at 45° C. for 1 hour. After chloro intermediate formation, 1,3-dichloro-2-fluoro-5-(1-trifluoromethyl-vinyl)-benzene (0.163 g, 0.63 mmol, 1.2 eq.) was added followed by addition of KHCO3 (79 mg, 0.79 m... Starting materials: BrCCCC1=CCCC2=CC=C(C=C12)OC (4-(3-bromopropyl)-1,2-dihydro-6-methoxynaphthalene), C1(C=2C(C(N1)=O)=CC=CC2)=O.[K] (potassium phthalimide), O (water). Run in CN(C=O)C (N,N-dimethylformamide). Product: COC1=CC=C2CCC=C(C2=C1)CCCN1C(C2=CC=CC=C2C1=O)=O (2-[3-(7-Methoxy-3,4-dihydronaphthalen-1-yl)propyl]isoindole-1,3-dione). The yield is 95.4%. Reaction SMILES: Br[CH2:2][CH2:3][CH2:4][C:5]1[C:14]2[C:9](=[CH:10][CH:11]=[C:12]([O:15][CH3:16])[CH:13]=2)[CH2:8][CH2:7][CH:6]=1.[C:17]1(=[O:27])[NH:21][C:20](=[O:22])[C:19]2=[CH:23][CH:24]=[CH:25][CH:26]=[C:18]12.[K].O>CN(C)C=O>[CH3:16][O:15][C:12]1[CH:13]=[C:14]2[C:9]([CH2:8][CH2:7][CH:6]=[C:5]2[CH2:4][CH2:3][CH2:2][N:21]2[C:17](=[O:27])[C:18]3[C:19](=[CH:23][CH:24]=[CH:25][CH:26]=3)[C:20]2=[O:22])=[CH:10][CH:11]=1 |f:1.2,^1:27|. Reported procedure: A mixture of 4-(3-bromopropyl)-1,2-dihydro-6-methoxynaphthalene (10 g, 35.6 mmol.) and potassium phthalimide (7.9 g, 42.7 mmol.) was stirred in N,N-dimethylformamide (50 ml) for one hour at 100° C. The reaction mixture was cooled to room temperature, to which was poured water, then the organic substance was extracted with ethyl acetate. The extract solution was washed with a saturated aqueous saline solution and water, which was dried over anhydrous magnesium sulfate, then the solvent was distil...